From a dataset of the Open Reaction Database (ORD), a public repository of structured organic reaction records. describe an organic reaction: reactants, conditions, products, and yield Reactants: CC1(OC2=CC=C(C=C2CC1)C=O)C (2,2-Dimethyl-6-formylchromane), BrC=1C=C2CC(NC2=CC1)=O (5-bromo-2-oxindole). Product: BrC=1C=C2C(C(NC2=CC1)=O)=CC=1C=C2CCC(OC2=CC1)(C)C (5-bromo-3-(2,2-dimethylchroman-6-ylmethylene)-1,3-dihydroindol-2-one). RXN SMILES: [CH3:1][C:2]1([CH3:14])[CH2:11][CH2:10][C:9]2[C:4](=[CH:5][CH:6]=[C:7]([CH:12]=O)[CH:8]=2)[O:3]1.[Br:15][C:16]1[CH:17]=[C:18]2[C:22](=[CH:23][CH:24]=1)[NH:21][C:20](=[O:25])[CH2:19]2>>[Br:15][C:16]1[CH:17]=[C:18]2[C:22](=[CH:23][CH:24]=1)[NH:21][C:20](=[O:25])[C:19]2=[CH:12][C:7]1[CH:8]=[C:9]2[C:4](=[CH:5][CH:6]=1)[O:3][C:2]([CH3:14])([CH3:1])[CH2:11][CH2:10]2. Procedure details: 2,2-Dimethyl-6-formylchromane (commercially available) was condensed with 5-bromo-2-oxindole to give 0.3 g of 5-bromo-3-(2,2-dimethylchroman-6-ylmethylene)-1,3-dihydroindol-2-one as a yellow-orange solid. Starting materials: BrCCCCCC(=O)O (6-bromohexanoic acid), [N-]=[N+]=[N-].[Na+] (sodium azide), OS(=O)(=O)O (H2SO4), CCOCC (Ether). The solvent is [OH-].[Na+] (sodium hydroxide). Reaction conditions: time 5 minute. Product: N(=[N+]=[N-])CCCCCC(=O)O (6-Azidohexanoic acid). Yield: 83.9%. As a reaction SMILES: Br[CH2:2][CH2:3][CH2:4][CH2:5][CH2:6][C:7]([OH:9])=[O:8].[N-:10]=[N+:11]=[N-:12].[Na+].CCOCC.OS(O)(=O)=O>[OH-].[Na+]>[N:10]([CH2:2][CH2:3][CH2:4][CH2:5][CH2:6][C:7]([OH:9])=[O:8])=[N+:11]=[N-:12] |f:1.2,5.6|. Procedure: The above compound was prepared by a literature procedure [W. M. Rothe and K. Gehrke, Makromol Chem. 83, 1 (1965)] as follows: To a solution of 6-bromohexanoic acid (21.6 g, 0.11 mol) in 3.3N sodium hydroxide (33.3 ml) was added sodium azide (8.33 g, 1.27 mol) and the mixture stirred at room temperature for 5 min. Ether (5 ml) was then added and the reaction mixture was refluxed for 6 h, cooled to room temperature and acidified with 2N H2SO4 to pH 2. The oily layer which formed was separated and...